This data is from the Open Reaction Database (ORD), a public repository of structured organic reaction records. The task is: describe an organic reaction: reactants, conditions, products, and yield The reactants are ClC1=C(C=CC(=C1)C(N(C)C)=O)NC=1N=C(C2=C(N1)N(C=C2C2=CC(=C(C=C2)NC(OC(C)(C)C)=O)NC([O-])=O)COCC[Si](C)(C)C)OC (tert-Butyl 4-(2-(2-chloro-4-(dimethylcarbamoyl)phenylamino)-4-methoxy-7-((2-(trimethylsilyl)ethoxy)methyl)-7H-pyrrolo[2,3-d]pyrimidin-5-yl)-1,2-phenylenedicarbamate), Cl (hydrochloric acid), N (ammonia). Run at temperature 0 celsius, time 8 hour. The product is ClC=1C=C(C(=O)N(C)C)C=CC1NC=1N=C(C2=C(N1)N(C=C2C2=CC(=C(C=C2)N)N)COCC[Si](C)(C)C)OC (3-Chloro-4-(5-(3,4-diaminophenyl)-4-methoxy-7-((2-(trimethylsilyl)ethoxy)methyl)-7H-pyrrolo[2,3-d]pyrimidin-2-ylamino)-N,N-dimethylbenzamide). The yield is 78.0%. Reaction SMILES: [Cl:1][C:2]1[CH:7]=[C:6]([C:8](=[O:12])[N:9]([CH3:11])[CH3:10])[CH:5]=[CH:4][C:3]=1[NH:13][C:14]1[N:15]=[C:16]([O:49][CH3:50])[C:17]2[C:22]([C:23]3[CH:28]=[CH:27][C:26]([NH:29]C(=O)OC(C)(C)C)=[C:25]([NH:37]C(=O)[O-])[CH:24]=3)=[CH:21][N:20]([CH2:41][O:42][CH2:43][CH2:44][Si:45]([CH3:48])([CH3:47])[CH3:46])[C:18]=2[N:19]=1.Cl.N>>[Cl:1][C:2]1[CH:7]=[C:6]([CH:5]=[CH:4][C:3]=1[NH:13][C:14]1[N:15]=[C:16]([O:49][CH3:50])[C:17]2[C:22]([C:23]3[CH:28]=[CH:27][C:26]([NH2:29])=[C:25]([NH2:37])[CH:24]=3)=[CH:21][N:20]([CH2:41][O:42][CH2:43][CH2:44][Si:45]([CH3:46])([CH3:48])[CH3:47])[C:18]=2[N:19]=1)[C:8]([N:9]([CH3:11])[CH3:10])=[O:12]. Procedure details: tert-Butyl 4-(2-(2-chloro-4-(dimethylcarbamoyl)phenylamino)-4-methoxy-7-((2-(trimethylsilyl)ethoxy)methyl)-7H-pyrrolo[2,3-d]pyrimidin-5-yl)-1,2-phenylenedicarbamate (1 equiv) was dissolved in methanolic hydrochloric acid (1N, 7.8 equiv) and stirred at 0° C. overnight. After the reaction was complete, the mixture was basified at 0° C. with aqueous ammonia to pH=7-8 and the aqueous layer was extracted with DCM. The combined organic layers were washed with brine, dried over anhydrous sodium sulfate... Reactants: [Na+].C(C1=CC=CC=C1)N1C2=CC(=CC(=C2C=2C(CCCC12)C(N)=O)OCC(=O)[O-])OC ([9-benzyl-4-carbamoyl-7-methoxy-1,2,3,4-tetrahydrocarbazol-5-yl]oxyacetic acid sodium salt), BrCC#N (bromoacetonitrile), CN(C=O)C (dimethylformamide), [H-].[Na+] (sodium hydride). The solvent is C(C)(=O)OCC (ethyl acetate), O1CCCC1 (tetrahydrofuran). Product: C(C1=CC=CC=C1)N1C2=CC(=CC(=C2C=2C(CCCC12)C(=O)N)OCC#N)OC (9-benzyl-7-methoxy-5-cyanomethyloxy-1,2,3,4-tetrahydrocarbazole-4-carboxamide). As a reaction SMILES: [Na+].[CH2:2]([N:9]1[C:21]2[CH2:20][CH2:19][CH2:18][CH:17]([C:22](=[O:24])[NH2:23])[C:16]=2[C:15]2[C:10]1=[CH:11][C:12]([O:30][CH3:31])=[CH:13][C:14]=2[O:25][CH2:26][C:27]([O-])=O)[C:3]1[CH:8]=[CH:7][CH:6]=[CH:5][CH:4]=1.C[N:33](C)C=O.[H-].[Na+].BrCC#N>C(OCC)(=O)C.O1CCCC1>[CH2:2]([N:9]1[C:21]2[CH2:20][CH2:19][CH2:18][CH:17]([C:22]([NH2:23])=[O:24])[C:16]=2[C:15]2[C:10]1=[CH:11][C:12]([O:30][CH3:31])=[CH:13][C:14]=2[O:25][CH2:26][C:27]#[N:33])[C:3]1[CH:8]=[CH:7][CH:6]=[CH:5][CH:4]=1 |f:0.1,3.4|. Reported procedure: A solution of 1.47 gram (4.19 mmol) of the product from Example 3, Part A in 146 ml. of dimethylformamide and 31 ml. tetrahydrofuran was treated with 210 mg. of sodium hydride (60% in mineral oil; 5.24 mmol) for 10 minutes and then with 0.39 ml. (0.66 mmol) of bromoacetonitrile for 3.5 hours. The mixture was diluted with ethyl acetate, washed with water, washed with brine, dried over sodium sulfate, and evaporated in vacuo. The residue was chromatographed on silica gel eluting with a gradient of... Reactants: N(=[N+]=[N-])C[Si](C)(C)C ((Azidomethyl)trimethylsilane), C(#C)C1=CC=CC=C1 (ethynylbenzene), O[C@@H](CO)[C@H]1OC(C(=C1[O-])O)=O.[Na+] (sodium (R)-2-((S)-1,2-dihydroxyethyl)-4-hydroxy-5-oxo-2,5-dihydrofuran-3-olate), O (water). The reagents and catalysts are S(=O)(=O)([O-])[O-].[Cu+2] (copper(II) sulfate). Run in C(CCC)O (butan-1-ol). Run at time 4 day. The product is C1(=CC=CC=C1)C=1N=NN(C1)C[Si](C)(C)C (4-phenyl-1-((trimethylsilyl)methyl)-1H-1,2,3-triazole). Reaction SMILES: [N:1]([CH2:4][Si:5]([CH3:8])([CH3:7])[CH3:6])=[N+:2]=[N-:3].[C:9]([C:11]1[CH:16]=[CH:15][CH:14]=[CH:13][CH:12]=1)#[CH:10].O[C@H]([C@@H]1C([O-])=C(O)C(=O)O1)CO.[Na+].O>S([O-])([O-])(=O)=O.[Cu+2].C(O)CCC>[C:11]1([C:9]2[N:3]=[N:2][N:1]([CH2:4][Si:5]([CH3:8])([CH3:7])[CH3:6])[CH:10]=2)[CH:16]=[CH:15][CH:14]=[CH:13][CH:12]=1 |f:2.3,5.6|. Procedure: (Azidomethyl)trimethylsilane (1.6 g, 12.38 mmol), ethynylbenzene (1.30 g, 12.73 mmol), copper(II) sulfate (0.06 g, 0.376 mmol) and sodium (R)-2-((S)-1,2-dihydroxyethyl)-4-hydroxy-5-oxo-2,5-dihydrofuran-3-olate (0.135 g, 0.681 mmol) were added to a 1:2 solution of water:butan-1-ol. The reaction was stirred for 4 days and t-butanol and water were removed, producing a 4-phenyl-1-((trimethylsilyl)methyl)-1H-1,2,3-triazole solid. Reactants: OCCNC1=C2C(=NC(=C1)C)C=NN2 (7-(2-hydroxyethylamino)-5-methyl-1H-pyrazolo[4,3-b]pyridine), C(CCCC)(=O)Cl (valeryl chloride). The product is C(CCCC)(=O)OCCNC1=C2C(=NC(=C1)C)C=NN2 (7-(2-Pentanoyloxyethylamino)-5-methyl-1H-pyrazolo[4,3-b]pyridine). Yield: 41.0%. As a reaction SMILES: [OH:1][CH2:2][CH2:3][NH:4][C:5]1[CH:10]=[C:9]([CH3:11])[N:8]=[C:7]2[CH:12]=[N:13][NH:14][C:6]=12.[C:15](Cl)(=[O:20])[CH2:16][CH2:17][CH2:18][CH3:19]>>[C:15]([O:1][CH2:2][CH2:3][NH:4][C:5]1[CH:10]=[C:9]([CH3:11])[N:8]=[C:7]2[CH:12]=[N:13][NH:14][C:6]=12)(=[O:20])[CH2:16][CH2:17][CH2:18][CH3:19]. Reported procedure: The title compound was prepared from 7-(2-hydroxyethylamino)-5-methyl-1H-pyrazolo[4,3-b]pyridine* (2.5 g) and valeryl chloride by the general method of Example 4. The product obtained was purified by column chromatography as described for Example 4 and then partitioned between ethyl acetate and water, the aqueous layer being brought to pH 9 with 10% sodium hydroxide. The ethyl acetate layer was separated and the aqueous layer extracted with ethyl acetate (×3). The combined organic layers were dr... Starting materials: Cl.NO (hydroxylamine hydrochloride), [OH-].[K+] (potassium hydroxide), CN1C(=NN=C1NCCCOC1=CC(=CC=C1)CN1CCCCC1)C=O (4-methyl-5-[[3-[3-(1-piperidinylmethyl)phenoxy]propyl]amino]-4H-1,2,4-triazole-3-carboxaldehyde). The solvent is C(C)O (ethanol), C(C)O (ethanol). Conditions: time 15 minute. The product is CN1C(=NN=C1NCCCOC1=CC(=CC=C1)CN1CCCCC1)C=NO (4-Methyl-5-[[3-[3-(1-piperidinylmethyl)phenoxy]propyl]amino]4H-1,2,4-triazole-3-carboxaldehyde oxime). The yield is 37.3%. Reaction SMILES: Cl.[NH2:2][OH:3].[OH-].[K+].[CH3:6][N:7]1[C:11]([NH:12][CH2:13][CH2:14][CH2:15][O:16][C:17]2[CH:22]=[CH:21][CH:20]=[C:19]([CH2:23][N:24]3[CH2:29][CH2:28][CH2:27][CH2:26][CH2:25]3)[CH:18]=2)=[N:10][N:9]=[C:8]1[CH:30]=O>C(O)C>[CH3:6][N:7]1[C:11]([NH:12][CH2:13][CH2:14][CH2:15][O:16][C:17]2[CH:22]=[CH:21][CH:20]=[C:19]([CH2:23][N:24]3[CH2:29][CH2:28][CH2:27][CH2:26][CH2:25]3)[CH:18]=2)=[N:10][N:9]=[C:8]1[CH:30]=[N:2][OH:3] |f:0.1,2.3|. Reported procedure: A solution of hydroxylamine hydrochloride (0.13 g) in ethanol (10 ml) was treated with potassium hydroxide (0.11 g). A solution of 4-methyl-5-[[3-[3-(1-piperidinylmethyl)phenoxy]propyl]amino]-4H-1,2,4-triazole-3-carboxaldehyde (0.54 g) in ethanol (10 ml) was added. The mixture was stirred at room temperature for 15 min and then filtered. The filtrate was evaporated and the residue was crystallised from a mixture of ethanol (5 ml) and ethyl acetate (5 ml) to give the title compound as a white cry... Reactants: CC(C)(C)OC(=O)NCC1CCN(CC#N)CC1, CO. Product: CC(C)(C)OC(=O)NCC1CCN(CCN)CC1. Reaction SMILES: [C:1](#[N:2])[CH2:3][N:4]1[CH2:5][CH2:6][CH:7]([CH2:10][NH:11][C:12]([O:13][C:14]([CH3:15])([CH3:16])[CH3:17])=[O:18])[CH2:8][CH2:9]1.[CH3:19][OH:20]>>[CH2:1]([NH2:2])[CH2:3][N:4]1[CH2:5][CH2:6][CH:7]([CH2:10][NH:11][C:12]([O:13][C:14]([CH3:15])([CH3:16])[CH3:17])=[O:18])[CH2:8][CH2:9]1. The reactants are FC(C=1C=C(C=O)C=C(C1)C(F)(F)F)(F)F (3,5-bistrifluoromethylbenzaldehyde), C(C)(C)(C)OC(=O)NC(CC1=CNC2=CC=CC=C12)C(CP(=O)(OC)OC)=O (2-t-Butyloxycarbonylamino-1-(3-indolyl)-4-dimethylphosphono-3-butanone), C(C)(C)N(CC)C(C)C (diisopropylethylamine), [Cl-].[Li+] (lithium chloride). The solvent is C(C)#N (acetonitrile), C(C)#N (acetonitrile). Reaction conditions: time 2 hour. Product: FC(C=1C=C(C=C(C1)C(F)(F)F)C=CC(C(CC1=CNC2=CC=CC=C12)NC(=O)OC(C)(C)C)=O)(F)F (5-(3,5-Bistrifluoromethylphenyl)-2-t-butyloxycarbonylamino-1-(3-indolyl)-4-penten-3-one). RXN SMILES: [C:1]([O:5][C:6]([NH:8][CH:9]([C:20](=[O:28])[CH2:21]P(OC)(OC)=O)[CH2:10][C:11]1[C:19]2[C:14](=[CH:15][CH:16]=[CH:17][CH:18]=2)[NH:13][CH:12]=1)=[O:7])([CH3:4])([CH3:3])[CH3:2].C(N(C(C)C)CC)(C)C.[Cl-].[Li+].[F:40][C:41]([F:55])([F:54])[C:42]1[CH:43]=[C:44]([CH:47]=[C:48]([C:50]([F:53])([F:52])[F:51])[CH:49]=1)[CH:45]=O>C(#N)C>[F:40][C:41]([F:54])([F:55])[C:42]1[CH:43]=[C:44]([CH:45]=[CH:21][C:20](=[O:28])[CH:9]([NH:8][C:6]([O:5][C:1]([CH3:4])([CH3:2])[CH3:3])=[O:7])[CH2:10][C:11]2[C:19]3[C:14](=[CH:15][CH:16]=[CH:17][CH:18]=3)[NH:13][CH:12]=2)[CH:47]=[C:48]([C:50]([F:51])([F:52])[F:53])[CH:49]=1 |f:2.3|. Reported procedure: A solution of the product of part (b) (69.0 g) in acetonitrile (600 ml) was stirred with diisopropylethylamine (43.3 g), and anhydrous lithium chloride (14.13 g) for 30 minutes before adding 3,5-bistrifluoromethylbenzaldehyde (55 g) in acetonitrile (200 ml). The reaction was stirred for two hours then the solvent was removed and the residue partitioned between ethyl acetate and water. The organic phase was washed with 10% citric acid (500 ml), water (500 ml), saturated sodium bicarbonate (500 ml... Starting materials: ethyl, O1C(OCCC1)CCC1CCC(CC1)CC(=O)[O-] (4-(1,3-dioxan-2-ylethyl)cyclohexylethanoate), [Cl-].[NH4+] (ammonium chloride), S(=O)(=O)([O-])[O-].[Mg+2] (magnesium sulfate), [H-].C(C(C)C)[Al+]CC(C)C (diisobutylaluminum hydride). The solvent is C1(=CC=CC=C1)C (Toluene), C1(=CC=CC=C1)C (toluene), CCOCC (ether). Run at temperature -65 celsius, time 1.5 hour. Yields the product O1C(OCCC1)CCC1CCC(CC1)CCO (2-(4-(1,3-dioxan-2-ylethyl)cyclohexyl)ethanol). Yield: 86.3%. RXN SMILES: [O:1]1[CH2:6][CH2:5][CH2:4][O:3][CH:2]1[CH2:7][CH2:8][CH:9]1[CH2:14][CH2:13][CH:12]([CH2:15][C:16]([O-])=[O:17])[CH2:11][CH2:10]1.[H-].C([Al+]CC(C)C)C(C)C.[Cl-].[NH4+].S([O-])([O-])(=O)=O.[Mg+2]>CCOCC.C1(C)C=CC=CC=1>[O:1]1[CH2:6][CH2:5][CH2:4][O:3][CH:2]1[CH2:7][CH2:8][CH:9]1[CH2:14][CH2:13][CH:12]([CH2:15][CH2:16][OH:17])[CH2:11][CH2:10]1 |f:1.2,3.4,5.6|. Procedure: Toluene (450 ml) was added to the above ethyl 2-(4-(1,3-dioxan-2-ylethyl)cyclohexylethanoate (30.2 g, 106 mmol) in a nitrogen gas atmosphere, followed by cooling the mixture down to -65° C., dropwise adding to the solution, a toluene solution of diisobutylaluminum hydride (1.01 mol/l) 120 ml (121 mmol), stirring the mixture at the same temperature for 45 minutes, dropwise adding a saturated aqueous solution of ammonium chloride (33 ml), heating the mixture up to room temperature, adding ether (1... Starting materials: CC1(C)C(=O)N(Br)C(=O)N1Br, O=C(OOC(=O)c1ccccc1)c1ccccc1, ClC(Cl)(Cl)Cl, COc1cccc2c1C(=O)c1c(OC)cc(C)cc1C2=O. Yields the product COc1cccc2c1C(=O)c1c(OC)cc(CBr)cc1C2=O. Reaction SMILES: [Br:22][N:23]1[C:24]([CH3:25])([CH3:26])[C:27](=[O:28])[N:29]([Br:30])[C:31]1=[O:32].[C:33]([O:34][O:35][C:36](=[O:37])[c:38]1[cH:39][cH:40][cH:41][cH:42][cH:43]1)(=[O:44])[c:45]1[cH:46][cH:47][cH:48][cH:49][cH:50]1.[C:51]([Cl:52])([Cl:53])([Cl:54])[Cl:55].[CH3:1][O:2][c:3]1[cH:4][c:5]([CH3:21])[cH:6][c:7]2[c:16]1[C:15](=[O:17])[c:14]1[c:9]([cH:10][cH:11][cH:12][c:13]1[O:18][CH3:19])[C:8]2=[O:20]>>[CH3:1][O:2][c:3]1[cH:4][c:5]([CH2:21][Br:22])[cH:6][c:7]2[c:16]1[C:15](=[O:17])[c:14]1[c:9]([cH:10][cH:11][cH:12][c:13]1[O:18][CH3:19])[C:8]2=[O:20].